Dataset: the Open Reaction Database (ORD), a public repository of structured organic reaction records. Task: describe an organic reaction: reactants, conditions, products, and yield Starting materials: COC1=CC2=C(N=C(O2)C=2C=CC(=NC2)N)C=C1 (5-(6-methoxy-1,3-benzoxazol-2-yl)pyridin-2-amine), NC1=NC=C(C=N1)B1OC(C)(C)C(C)(C)O1 (2-aminopyrimidine-5-boronic acid pinacol ester). Yields the product COC1=CC2=C(N=C(O2)C=2C=NC(=NC2)N)C=C1 (5-(6-Methoxy-1,3-benzoxazol-2-yl)pyrimidin-2-amine). Reaction SMILES: [CH3:1][O:2][C:3]1[CH:18]=[CH:17][C:6]2[N:7]=[C:8]([C:10]3[CH:11]=C[C:13]([NH2:16])=[N:14][CH:15]=3)[O:9][C:5]=2[CH:4]=1.[NH2:19]C1N=CC(B2OC(C)(C)C(C)(C)O2)=CN=1>>[CH3:1][O:2][C:3]1[CH:18]=[CH:17][C:6]2[N:7]=[C:8]([C:10]3[CH:15]=[N:14][C:13]([NH2:16])=[N:19][CH:11]=3)[O:9][C:5]=2[CH:4]=1. Procedure details: The title compound was synthesised according to the procedure described for 5-(6-methoxy-1,3-benzoxazol-2-yl)pyridin-2-amine starting from 2-aminopyrimidine-5-boronic acid pinacol ester. 1H NMR δ ppm 8.89 (s, 2H) 7.61 (d, 1H) 7.48 (s, 2H) 7.37 (d, 1 H) 6.97 (dd, 1H) 3.83 (s, 3H); MS m/z 243 (M+H). Reactants: NC1=CC=C2C(C(=CN(C2=C1)CC)C(=O)O)=O (7-amino-1-ethyl-1,4-dihydro-4-oxo-3-quinolinecarboxylic acid), COC1(OCCC1)OC (dimethoxytetrahydrofuran). Run in C(C)(=O)O (acetic acid). Yields the product N1(C=CC=C1)C1=CC=C2C(C(=CN(C2=C1)CC)C(=O)O)=O (7-(1-pyrrolyl)-1-ethyl-1,4-dihydro-4-oxo-3-quinolinecarboxylic acid). RXN SMILES: [NH2:1][C:2]1[CH:11]=[C:10]2[C:5]([C:6](=[O:17])[C:7]([C:14]([OH:16])=[O:15])=[CH:8][N:9]2[CH2:12][CH3:13])=[CH:4][CH:3]=1.CO[C:20]1(OC)[CH2:24][CH2:23][CH2:22]O1>C(O)(=O)C>[N:1]1([C:2]2[CH:11]=[C:10]3[C:5]([C:6](=[O:17])[C:7]([C:14]([OH:16])=[O:15])=[CH:8][N:9]3[CH2:12][CH3:13])=[CH:4][CH:3]=2)[CH:20]=[CH:24][CH:23]=[CH:22]1. Reported procedure: 0.3 Gram of 7-amino-1-ethyl-1,4-dihydro-4-oxo-3-quinolinecarboxylic acid is suspended in 10 ml of acetic acid, 0.17 gram of dimethoxytetrahydrofuran is added and the mixture is heated until the solid has dissolved. The mixture is filtered, and water is added to the filtrate until it becomes turbid. The filtrate is allowed to cool, and the precipitate obtained is filtered off and washed with ethanol. 0.12 gram of a solid is obtained, of melting point 235°-238° C. The reactants are IC (iodomethane), P(O)(O)(O)=O (phosphoric acid), S1C(=CC=C1)CCN=C=S (2-(2-thienyl)ethylisothiocyanate), P(O)(O)(O)=O (phosphoric acid). Solvent: CC(=O)C (acetone). Conditions: time 1 hour. The product is I.CSC1=NCCC2=C1C=CS2 (4-Methylthio-6,7-dihvdrothieno[3,2-c]pyridine hydroiodide). As a reaction SMILES: P(=O)(O)(O)O.[S:6]1[CH:10]=[CH:9][CH:8]=[C:7]1[CH2:11][CH2:12][N:13]=[C:14]=[S:15].[I:16][CH3:17]>CC(C)=O>[IH:16].[CH3:17][S:15][C:14]1[C:8]2[CH:9]=[CH:10][S:6][C:7]=2[CH2:11][CH2:12][N:13]=1 |f:4.5|. Procedure: To a stirred solution of phosphoric acid (205 g) at 175° C. was added dropwise 2-(2-thienyl)ethylisothiocyanate (R. V. Davies et al., J. Chem. Soc., Perkin l, 1976, 138). The solution was stirred for 1 h, poured onto ice/water (3 L), the mixture stirred for 3 h to decompose the phosphoric acid, extracted with chloroform, dried over magnesium sulphate and evaporated to give a dark oil which solidified on standing. This solid was taken up in acetone (250 ml) and iodomethane (12 ml) was added. The ...